From a dataset of the Open Reaction Database (ORD), a public repository of structured organic reaction records. describe an organic reaction: reactants, conditions, products, and yield The reactants are C1(=CC=CC=C1)C1(N2C(C3=CC=CC=C13)=NCC2)O (2,3-dihydro-5-phenyl-5H-imidazo[2,1-a]isoindol-5-ol), Br (hydrobromic acid). The solvent is C(C)O (ethanol). The product is Br.N1C(=NCC1)C1=C(C(=O)C2=CC=CC=C2)C=CC=C1 (2-(2-Imidazolin-2-yl)benzophenone hydrobromide). Reaction SMILES: [C:1]1([C:7]2([OH:19])[C:15]3[C:10](=[CH:11][CH:12]=[CH:13][CH:14]=3)[C:9]3=[N:16][CH2:17][CH2:18][N:8]23)[CH:6]=[CH:5][CH:4]=[CH:3][CH:2]=1.[BrH:20]>C(O)C>[BrH:20].[NH:16]1[CH2:17][CH2:18][N:8]=[C:9]1[C:10]1[CH:11]=[CH:12][CH:13]=[CH:14][C:15]=1[C:7]([C:1]1[CH:6]=[CH:5][CH:4]=[CH:3][CH:2]=1)=[O:19] |f:3.4|. Procedure details: 2-(2-Imidazolin-2-yl)benzophenone hydrobromide is prepared by admixing an ethanolic solution of 2,3-dihydro-5-phenyl-5H-imidazo[2,1-a]isoindol-5-ol with an ethanol solution containing an equivalent amount of hydrobromic acid and, thereafter, evaporating the solvent under vacuum. The reactants are OC(c1cccc(Cl)c1)c1ccc2c(c1)Cc1ccccc1-2, c1c[nH]cn1. Yields the product Clc1cccc(C(c2ccc3c(c2)Cc2ccccc2-3)n2ccnc2)c1. Reaction SMILES: [cH:1]1[c:2]([CH:14]([c:15]2[cH:16][c:17]([Cl:21])[cH:18][cH:19][cH:20]2)[OH:22])[cH:3][cH:4][c:5]2[c:13]1[CH2:12][c:11]1[c:6]-2[cH:7][cH:8][cH:9][cH:10]1.[nH:23]1[cH:24][n:25][cH:26][cH:27]1>>[cH:1]1[c:2]([CH:14]([c:15]2[cH:16][c:17]([Cl:21])[cH:18][cH:19][cH:20]2)[n:23]2[cH:24][n:25][cH:26][cH:27]2)[cH:3][cH:4][c:5]2[c:13]1[CH2:12][c:11]1[c:6]-2[cH:7][cH:8][cH:9][cH:10]1. The reactants are COc1ccc(C(=O)c2[nH]c(=O)[nH]c2C)cc1, Cl, c1ccncc1. Yields the product Cc1[nH]c(=O)[nH]c1C(=O)c1ccc(O)cc1. RXN SMILES: [CH3:8][O:9][c:10]1[cH:11][cH:12][c:13]([C:14](=[O:15])[c:16]2[nH:17][c:18](=[O:22])[nH:19][c:20]2[CH3:21])[cH:23][cH:24]1.[ClH:1].[n:2]1[cH:3][cH:4][cH:5][cH:6][cH:7]1>>[OH:9][c:10]1[cH:11][cH:12][c:13]([C:14](=[O:15])[c:16]2[nH:17][c:18](=[O:22])[nH:19][c:20]2[CH3:21])[cH:23][cH:24]1. Starting materials: CN(C)CC1=CC=2CN(CCC2O1)C(C1=CC=C(C=C1)C(C)C1=CC=CC=C1)=O (N,N-Dimethyl-[5-[4-(1-phenylethyl)benzoyl]-4,5,6,7-tetrahydrofuro[3,2-c]pyridin-2-ylmethyl]amine), Cl (hydrogen chloride). Run in CO (methanol), C(C)(=O)OCC (ethyl acetate). Product: Cl.CN(C)CC1=CC=2CN(CCC2O1)C(C1=CC=C(C=C1)C(C)C1=CC=CC=C1)=O (N,N-dimethyl-[5-[4-(1-phenylethyl)benzoyl]-4,5,6,7-tetrahydrofuro[3,2-c]pyridin-2-ylmethyl]amine hydrochloride). RXN SMILES: [CH3:1][N:2]([CH2:4][C:5]1[O:13][C:12]2[CH2:11][CH2:10][N:9]([C:14](=[O:29])[C:15]3[CH:20]=[CH:19][C:18]([CH:21]([C:23]4[CH:28]=[CH:27][CH:26]=[CH:25][CH:24]=4)[CH3:22])=[CH:17][CH:16]=3)[CH2:8][C:7]=2[CH:6]=1)[CH3:3].[ClH:30]>CO.C(OCC)(=O)C>[ClH:30].[CH3:1][N:2]([CH2:4][C:5]1[O:13][C:12]2[CH2:11][CH2:10][N:9]([C:14](=[O:29])[C:15]3[CH:16]=[CH:17][C:18]([CH:21]([C:23]4[CH:24]=[CH:25][CH:26]=[CH:27][CH:28]=4)[CH3:22])=[CH:19][CH:20]=3)[CH2:8][C:7]=2[CH:6]=1)[CH3:3] |f:4.5|. Procedure: N,N-Dimethyl-[5-[4-(1-phenylethyl)benzoyl]-4,5,6,7-tetrahydrofuro[3,2-c]pyridin-2-ylmethyl]amine 0.282 g was dissolved in 2 ml of methanol; hydrogen chloride in ethyl acetate was added in excess, followed by stirring. This mixture was concentrated and washed with diethyl ether to yield the desired product. Starting materials: OC1=CC2=C(C(C=C(O2)C(=O)OCC)=O)C=C1 (ethyl 7-hydroxy-4-oxo-4H-1-benzopyran-2-carboxylate). Reagents/catalysts: [Pd] (Pd/C). Run in C(C)(=O)O (acetic acid), CCOC(=O)C (EtOAc). Yields the product OC1=CC=C2CCC(OC2=C1)C(=O)OCC (Ethyl 7-Hydroxychroman-2-carboxylate). The yield is 96.0%. Reaction SMILES: [OH:1][C:2]1[CH:17]=[CH:16][C:5]2[C:6](=O)[CH:7]=[C:8]([C:10]([O:12][CH2:13][CH3:14])=[O:11])[O:9][C:4]=2[CH:3]=1>C(O)(=O)C.CCOC(C)=O.[Pd]>[OH:1][C:2]1[CH:3]=[C:4]2[C:5]([CH2:6][CH2:7][CH:8]([C:10]([O:12][CH2:13][CH3:14])=[O:11])[O:9]2)=[CH:16][CH:17]=1. Reported procedure: A solution of ethyl 7-hydroxy-4-oxo-4H-1-benzopyran-2-carboxylate (19.0 g, 0.081 mol) in acetic acid is hydrogenated over 10% Pd/C (4.5 g) at 50 psi H2 for 16 hr at ambient temperatures. The catalyst is removed by filtration and the filtrate is concentrated in vacuo to give a residue. The residue is dissolved in EtOAc, washed with saturated NaHCO3, dried over Na2SO4 and concentrated in vacuo to give a solid residue. Crystallization of the solid from CCl4 affords the title compound as an off-whit... Reactants: FC(CN(CCCN1C(C=2C(C1=O)=CC=CC2)=O)S(=O)(=O)C2=CC=C(C=C2)C)(CCN(CCCN2C(C=1C(C2=O)=CC=CC1)=O)S(=O)(=O)C1=CC=C(C=C1)C)F (6,6-difluoro-1,12-diphthalimido-4,9-di-p-toluenesulfonyl-4,9-diaza-dodecane), solution, O.NN (hydrazine hydrate). Run in O (water), CO (methanol), Cl (HCl), C(C)O (ethanol), C(C)O (ethanol). Run at temperature 90 celsius. Yields the product NCCCN(CC(CCN(CCCN)S(=O)(=O)C1=CC=C(C=C1)C)(F)F)S(=O)(=O)C1=CC=C(C=C1)C (1,12-diamino-6,6-difluoro-4,9-di-p-toluenesulfonyl-4,9-diaza-dodecane). RXN SMILES: [F:1][C:2]([F:56])([CH2:29][CH2:30][N:31]([S:46]([C:49]1[CH:54]=[CH:53][C:52]([CH3:55])=[CH:51][CH:50]=1)(=[O:48])=[O:47])[CH2:32][CH2:33][CH2:34][N:35]1C(=O)C2=CC=CC=C2C1=O)[CH2:3][N:4]([S:19]([C:22]1[CH:27]=[CH:26][C:25]([CH3:28])=[CH:24][CH:23]=1)(=[O:21])=[O:20])[CH2:5][CH2:6][CH2:7][N:8]1C(=O)C2=CC=CC=C2C1=O.O.NN>C(O)C.O.CO.Cl>[NH2:8][CH2:7][CH2:6][CH2:5][N:4]([S:19]([C:22]1[CH:23]=[CH:24][C:25]([CH3:28])=[CH:26][CH:27]=1)(=[O:21])=[O:20])[CH2:3][C:2]([F:56])([F:1])[CH2:29][CH2:30][N:31]([S:46]([C:49]1[CH:54]=[CH:53][C:52]([CH3:55])=[CH:51][CH:50]=1)(=[O:47])=[O:48])[CH2:32][CH2:33][CH2:34][NH2:35] |f:1.2|. Procedure details: A mixture of 6,6-difluoro-1,12-diphthalimido-4,9-di-p-toluenesulfonyl-4,9-diaza-dodecane (3.4 g, 4.22 mM), ethanol (8.5 mL) and 8.5 mL of a 1N solution of hydrazine hydrate in ethanol is stirred and heated (bath temperature: 90° C.) overnight. Evaporation and stripping twice with methanol yields a residue which is dissolved in a mixture of water (20 mL), methanol (20 mL), and concentrated HCl (40 mL), and heated (bath temperature: 90° C.) under reflux for 3 hours. The reaction mixture is cooled,... Reactants: [Br-], COc1c(CO)cc(Br)cc1[N+](=O)[O-], CS(=O)(=O)OS(C)(=O)=O, [Li+], C1CCOC1, Cc1cccc(C)n1. Yields the product COc1c(CBr)cc(Br)cc1[N+](=O)[O-]. Reaction SMILES: [Br-:24].[Br:9][c:10]1[cH:11][c:12]([N+:20](=[O:21])[O-:22])[c:13]([O:18][CH3:19])[c:14]([CH2:15][OH:16])[cH:17]1.[CH3:25][S:26]([O:27][S:28]([CH3:29])(=[O:30])=[O:31])(=[O:32])=[O:33].[Li+:23].[O:34]1[CH2:35][CH2:36][CH2:37][CH2:38]1.[n:1]1[c:2]([CH3:3])[cH:4][cH:5][cH:6][c:7]1[CH3:8]>>[Br:9][c:10]1[cH:11][c:12]([N+:20](=[O:21])[O-:22])[c:13]([O:18][CH3:19])[c:14]([CH2:15][Br:24])[cH:17]1. The reactants are CC(C)C[Al+]CC(C)C, CCOC(=O)Cn1c(C)cc2ccccc21, COCCOC, C1CCCCC1, ClCCl, [H-]. Product: Cc1cc2ccccc2n1CC=O. RXN SMILES: [CH2:18]([Al+:19][CH2:20][CH:21]([CH3:22])[CH3:23])[CH:24]([CH3:25])[CH3:26].[CH2:1]([O:3][C:4](=[O:2])[CH2:5][n:6]1[c:7]([CH3:15])[cH:8][c:9]2[cH:10][cH:11][cH:12][cH:13][c:14]12)[CH3:16].[CH2:30]([CH2:31][O:32][CH3:33])[O:34][CH3:35].[CH2:36]1[CH2:37][CH2:38][CH2:39][CH2:40][CH2:41]1.[Cl:27][CH2:28][Cl:29].[H-:17]>>[O:3]=[CH:4][CH2:5][n:6]1[c:7]([CH3:15])[cH:8][c:9]2[cH:10][cH:11][cH:12][cH:13][c:14]12.